The task is: describe an organic reaction: reactants, conditions, products, and yield. This data is from the Open Reaction Database (ORD), a public repository of structured organic reaction records. Reactants: CC(=O)c1c(O)ccc2c1CCCC2, Cl, C1COCCO1, [Zn]. Yields the product CCc1c(O)ccc2c1CCCC2. Reaction SMILES: [C:1]([CH3:2])(=[O:3])[c:4]1[c:5]2[c:10]([cH:11][cH:12][c:13]1[OH:14])[CH2:9][CH2:8][CH2:7][CH2:6]2.[ClH:21].[O:15]1[CH2:16][CH2:17][O:18][CH2:19][CH2:20]1.[Zn:22]>>[CH2:1]([CH3:2])[c:4]1[c:5]2[c:10]([cH:11][cH:12][c:13]1[OH:14])[CH2:9][CH2:8][CH2:7][CH2:6]2. The reactants are FC=1C=CC2=C(N=C(O2)C)C1 (5-Fluoro-2-methyl-benzoxazole), S(O)(O)(=O)=O (Sulfuric acid), S(O)(O)(=O)=O (Sulfuric acid), [N+](=O)(O)[O-] (Nitric acid). Reaction conditions: time 3 hour. Yields the product FC=1C(=CC2=C(N=C(O2)C)C1)[N+](=O)[O-] (5-Fluoro-2-methyl-6-nitro-benzoxazole). Reaction SMILES: [F:1][C:2]1[CH:3]=[CH:4][C:5]2[O:9][C:8]([CH3:10])=[N:7][C:6]=2[CH:11]=1.S(=O)(=O)(O)O.[N+:17]([O-])([OH:19])=[O:18]>>[F:1][C:2]1[C:3]([N+:17]([O-:19])=[O:18])=[CH:4][C:5]2[O:9][C:8]([CH3:10])=[N:7][C:6]=2[CH:11]=1. Reported procedure: 5-Fluoro-2-methyl-benzoxazole (5.20 g, 0.0344 mol) was added to ice cooled Sulfuric acid (15.0 mL) such as to maintain the temperature below 25° C. After complete addition, a mixture of Sulfuric acid (2.75 mL) and Nitric acid (2.50 mL, 0.0536 mol) was added dropwise, maintaining the temperature below 18° C. After the addition was complete, the cooling bath was removed and the mixture was stirred at ambient temperature for 3 h, then was poured onto 100 mL ice with stirring. The solids were collec... Starting materials: [C-]#N, [C-]#N, CC(=O)n1c(CCc2ccccc2)cc2c(I)ccnc21, CN(C)C=O, CCOC(C)=O, [Zn+2], c1ccc(P(c2ccccc2)(c2ccccc2)[Pd](P(c2ccccc2)(c2ccccc2)c2ccccc2)(P(c2ccccc2)(c2ccccc2)c2ccccc2)P(c2ccccc2)(c2ccccc2)c2ccccc2)cc1. Yields the product CC(=O)n1c(CCc2ccccc2)cc2c(C#N)ccnc21. RXN SMILES: [C-:33]#[N:34].[C-:36]#[N:37].[C:1]([CH3:2])(=[O:3])[n:4]1[c:5]([CH2:14][CH2:15][c:16]2[cH:17][cH:18][cH:19][cH:20][cH:21]2)[cH:6][c:7]2[c:8]1[n:9][cH:10][cH:11][c:12]2[I:13].[CH3:22][N:23]([CH3:24])[CH:25]=[O:26].[CH3:27][CH2:28][O:29][C:30](=[O:31])[CH3:32].[Zn+2:35].[cH:38]1[cH:39][cH:40][c:41]([P:42]([Pd:43]([P:44]([c:45]2[cH:46][cH:47][cH:48][cH:49][cH:50]2)([c:51]2[cH:52][cH:53][cH:54][cH:55][cH:56]2)[c:57]2[cH:58][cH:59][cH:60][cH:61][cH:62]2)([P:63]([c:64]2[cH:65][cH:66][cH:67][cH:68][cH:69]2)([c:70]2[cH:71][cH:72][cH:73][cH:74][cH:75]2)[c:76]2[cH:77][cH:78][cH:79][cH:80][cH:81]2)[P:82]([c:83]2[cH:84][cH:85][cH:86][cH:87][cH:88]2)([c:89]2[cH:90][cH:91][cH:92][cH:93][cH:94]2)[c:95]2[cH:96][cH:97][cH:98][cH:99][cH:100]2)([c:101]2[cH:102][cH:103][cH:104][cH:105][cH:106]2)[c:107]2[cH:108][cH:109][cH:110][cH:111][cH:112]2)[cH:113][cH:114]1>>[C:1]([CH3:2])(=[O:3])[n:4]1[c:5]([CH2:14][CH2:15][c:16]2[cH:17][cH:18][cH:19][cH:20][cH:21]2)[cH:6][c:7]2[c:8]1[n:9][cH:10][cH:11][c:12]2[C:22]#[N:23]. The reactants are ice water, ClC=1C=C(C=CC1F)NC1=NC=NC2=CC(=C(C=C12)OCCCCl)OC (N-(3-chloro-4-fluorophenyl)-6-(3-chloropropoxy)-7-methoxyquinazolin-4-amine), C(=O)([O-])[O-].[K+].[K+] (K2CO3), C(C)N1C2C(CCC1)CNC2 (1-ethyloctahydro-1H-pyrrolo[3,4-b]pyridine). Solvent: CN(C)C=O (DMF). Reaction conditions: temperature 80 celsius, time 7 hour. Product: ClC=1C=C(C=CC1F)NC1=NC=NC2=CC(=C(C=C12)OCCCN1CC2N(CCCC2C1)CC)OC (N-(3-chloro-4-fluorophenyl)-6-(3-(1-ethylhexahydro-1H-pyrrolo[3,4-b]pyridin-6(2H)-yl) propoxy)-7-methoxyquinazolin-4-amine). Isolated yield 38.5%. As a reaction SMILES: [Cl:1][C:2]1[CH:3]=[C:4]([NH:9][C:10]2[C:19]3[C:14](=[CH:15][C:16]([O:25][CH3:26])=[C:17]([O:20][CH2:21][CH2:22][CH2:23]Cl)[CH:18]=3)[N:13]=[CH:12][N:11]=2)[CH:5]=[CH:6][C:7]=1[F:8].C([O-])([O-])=O.[K+].[K+].[CH2:33]([N:35]1[CH2:40][CH2:39][CH2:38][CH:37]2[CH2:41][NH:42][CH2:43][CH:36]12)[CH3:34]>CN(C=O)C>[Cl:1][C:2]1[CH:3]=[C:4]([NH:9][C:10]2[C:19]3[C:14](=[CH:15][C:16]([O:25][CH3:26])=[C:17]([O:20][CH2:21][CH2:22][CH2:23][N:42]4[CH2:41][CH:37]5[CH:36]([N:35]([CH2:33][CH3:34])[CH2:40][CH2:39][CH2:38]5)[CH2:43]4)[CH:18]=3)[N:13]=[CH:12][N:11]=2)[CH:5]=[CH:6][C:7]=1[F:8] |f:1.2.3|. Reported procedure: A mixture of N-(3-chloro-4-fluorophenyl)-6-(3-chloropropoxy)-7-methoxyquinazolin-4-amine (1.50 g), K2CO3 (5.00 g) and 1-ethyloctahydro-1H-pyrrolo[3,4-b]pyridine (0.90 g) in 25 mL of DMF was stirred for 7 h at 80° C., and then cooled down. The resulted mixture was poured into 50 mL of ice-water and extracted with CH2Cl2 (50 mL×3). The combined organic phases were dried over anhydrous Na2SO4 and filtered. The filtrate was concentrated in vacuo and the residue was chromatographed with a silica gel ... The reactants are Cn1c(N)c(C#N)c2cc(OCc3cccc(C(=O)CNC(=O)OC(C)(C)C)c3)ccc21, CCOCC, CCOC(C)=O, Cl. Yields the product Cl, Cn1c(N)c(C#N)c2cc(OCc3cccc(C(=O)CN)c3)ccc21. RXN SMILES: [C:1]([O:2][C:3](=[O:4])[NH:8][CH2:9][C:10](=[O:11])[c:12]1[cH:13][c:14]([CH2:15][O:16][c:17]2[cH:18][c:19]3[c:20]([C:28]#[N:29])[c:21]([NH2:27])[n:22]([CH3:26])[c:23]3[cH:24][cH:25]2)[cH:30][cH:31][cH:32]1)([CH3:5])([CH3:6])[CH3:7].[CH3:34][CH2:35][O:36][CH2:37][CH3:38].[CH3:39][CH2:40][O:41][C:42]([CH3:43])=[O:44].[ClH:33]>>[ClH:33].[NH2:8][CH2:9][C:10](=[O:11])[c:12]1[cH:13][c:14]([CH2:15][O:16][c:17]2[cH:18][c:19]3[c:20]([C:28]#[N:29])[c:21]([NH2:27])[n:22]([CH3:26])[c:23]3[cH:24][cH:25]2)[cH:30][cH:31][cH:32]1. The reactants are O (water), FC1=NC(=CC=2CCC(C(C12)=O)C1=NC=C(C=N1)O)OCCCCCCCC (1-fluoro-7-(5-hydroxypyrimidin-2-yl)-3-octyloxy-6,7-dihydro-5H-isoquinolin-8-one), C(CCCCCCC)Br (1-octyl bromide), [H-].[Na+] (sodium hydride). Run in CN(C)C=O (DMF). Run at time 30 minute. The product is C(CCCCCCC)OC=1C=NC(=NC1)C1CCC=2C=C(N=C(C2C1=O)F)OCCCCCCCC (7-[5-(octyloxy)pyrimidin-2-yl]-1-fluoro-3-octyloxy-6,7-dihydro-5H-isoquinolin-8-one). Isolated yield 90.0%. As a reaction SMILES: [F:1][C:2]1[C:11]2[C:10](=[O:12])[CH:9]([C:13]3[N:18]=[CH:17][C:16]([OH:19])=[CH:15][N:14]=3)[CH2:8][CH2:7][C:6]=2[CH:5]=[C:4]([O:20][CH2:21][CH2:22][CH2:23][CH2:24][CH2:25][CH2:26][CH2:27][CH3:28])[N:3]=1.[H-].[Na+].[CH2:31](Br)[CH2:32][CH2:33][CH2:34][CH2:35][CH2:36][CH2:37][CH3:38].O>CN(C=O)C>[CH2:31]([O:19][C:16]1[CH:15]=[N:14][C:13]([CH:9]2[C:10](=[O:12])[C:11]3[C:2]([F:1])=[N:3][C:4]([O:20][CH2:21][CH2:22][CH2:23][CH2:24][CH2:25][CH2:26][CH2:27][CH3:28])=[CH:5][C:6]=3[CH2:7][CH2:8]2)=[N:18][CH:17]=1)[CH2:32][CH2:33][CH2:34][CH2:35][CH2:36][CH2:37][CH3:38] |f:1.2|. Procedure details: 10 mmol of 1-fluoro-7-(5-hydroxypyrimidin-2-yl)-3-octyloxy-6,7-dihydro-5H-isoquinolin-8-one are dissolved in 50 ml of DMF, and 11 mmol of sodium hydride are added. After the mixture has been stirred for 30 minutes, 11 mmol of 1-octyl bromide are added dropwise, and the mixture is stirred at 60° C. for a further 140 minutes and poured into water. The mixture is extracted with dichloromethane, the combined organic phases are dried, the solvent is removed in vacuo, and the residue is chromatographe... Starting materials: CCOC(C)=O, CCOC(=O)C1=C(CC(C)(C)O)N=NC1(C)C. The product is CCOC(=O)C1C(CC(C)(C)O)C1(C)C. As a reaction SMILES: [CH3:18][CH2:19][O:20][C:21](=[O:22])[CH3:23].[CH3:1][C:2]1([CH3:17])[N:4]=[N:3][C:5]([CH2:12][C:13]([CH3:14])([CH3:15])[OH:16])=[C:6]1[C:7](=[O:8])[O:9][CH2:10][CH3:11]>>[CH3:1][C:2]1([CH3:17])[CH:5]([CH2:12][C:13]([CH3:14])([CH3:15])[OH:16])[CH:6]1[C:7](=[O:8])[O:9][CH2:10][CH3:11]. Product: CC1(C(N(CC(N1)(C)C)CCOCCCN)=O)C (3-[2-(3,3,5,5-tetramethyl-2-oxo-piperazin-1-yl)-ethoxy]-propylamine). Reagents/catalysts: [Ni] (Ni). The solvent is CO (methanol). Starting materials: CC1(C(N(CC(N1)(C)C)CCOCCC#N)=O)C (3-[2-(3,3,5,5-tetramethyl-2-oxo-piperazin-1-yl)-ethoxy]-propionitrile). RXN SMILES: [CH3:1][C:2]1([CH3:18])[NH:7][C:6]([CH3:9])([CH3:8])[CH2:5][N:4]([CH2:10][CH2:11][O:12][CH2:13][CH2:14][C:15]#[N:16])[C:3]1=[O:17]>CO.[Ni]>[CH3:1][C:2]1([CH3:18])[NH:7][C:6]([CH3:8])([CH3:9])[CH2:5][N:4]([CH2:10][CH2:11][O:12][CH2:13][CH2:14][CH2:15][NH2:16])[C:3]1=[O:17]. Procedure details: 215.9 g (0.85 moles) of 3-[2-(3,3,5,5-tetramethyl-2-oxo-piperazin-1-yl)-ethoxy]-propionitrile are dissolved in 900 m of methanol and hydrogenated at 120° C. and at 50 bars in the presence of 100 g of Ni Raney as catalyst. The mixture is then filtered and the organic phase is evaporated under vacuum (40° C./1 0 mbar). The residue is distilled giving a white oil b.p. 130-136OC./0.8 mbar.